Dataset: the Open Reaction Database (ORD), a public repository of structured organic reaction records. Task: describe an organic reaction: reactants, conditions, products, and yield Procedure details: A solution of 401 mg (0.91 mmol) of N-[2-t-butyl-5-(hydroxymethyl)phenyl]-3-(2,4-dimethoxyphenyl)octanamide (prepared as described in Preparation 9) in 4 ml of tetrahydrofuran was cooled to -40° C. in a dry ice-acetonitrile bath. 102 μl (1.17 mmol) of chlorosulfonyl isocyanate were added to the cooled solution, and the resulting mixture was stirred for 2.5 hours. At the end of this time, the reaction was quenched by the addition of a phosphate buffer solution (pH 6.9), and the mixture was then e... Product: C(C)(C)(C)C1=C(C=C(C=C1)COC(N)=O)NC(CC(CCCCC)C1=C(C=C(C=C1)OC)OC)=O (N-[2-t-Butyl-5-(carbamoyloxymethyl)phenyl]-3-(2,4-dimethoxyphenyl)octanamide). The reactants are C(C)(=O)OCC (ethyl acetate), CCCCCC (hexane), C(C)(C)(C)C1=C(C=C(C=C1)CO)NC(CC(CCCCC)C1=C(C=C(C=C1)OC)OC)=O (N-[2-t-butyl-5-(hydroxymethyl)phenyl]-3-(2,4-dimethoxyphenyl)octanamide), ClS(=O)(=O)N=C=O (chlorosulfonyl isocyanate). As a reaction SMILES: [C:1]([C:5]1[CH:10]=[CH:9][C:8]([CH2:11][OH:12])=[CH:7][C:6]=1[NH:13][C:14](=[O:32])[CH2:15][CH:16]([C:22]1[CH:27]=[CH:26][C:25]([O:28][CH3:29])=[CH:24][C:23]=1[O:30][CH3:31])[CH2:17][CH2:18][CH2:19][CH2:20][CH3:21])([CH3:4])([CH3:3])[CH3:2].ClS([N:37]=[C:38]=[O:39])(=O)=O.C(OCC)(=O)C.CCCCCC>O1CCCC1>[C:1]([C:5]1[CH:10]=[CH:9][C:8]([CH2:11][O:12][C:38](=[O:39])[NH2:37])=[CH:7][C:6]=1[NH:13][C:14](=[O:32])[CH2:15][CH:16]([C:22]1[CH:27]=[CH:26][C:25]([O:28][CH3:29])=[CH:24][C:23]=1[O:30][CH3:31])[CH2:17][CH2:18][CH2:19][CH2:20][CH3:21])([CH3:2])([CH3:3])[CH3:4]. Run at time 2.5 hour. Yield: 59.0%. Solvent: O1CCCC1 (tetrahydrofuran). Starting materials: CS(=O)(=O)OCC1=CC(=NO1)[C@H]1N(CCC1)C(C(C1(CC(CC(C1)(C)C)(C)C)O)(F)F)=O ((S)-(3-(1-(2,2-Difluoro-2-(1-hydroxy-3,3,5,5-tetramethylcyclohexyl)acetyl)pyrrolidin-2-yl)isoxazol-5-yl)methyl methanesulfonate), CS(=O)(=O)OCC=1OC(=NN1)[C@H]1N(CCC1)C(C(C1(CC(CC(C1)(C)C)(C)C)O)(F)F)=O ((S)-(5-(1-(2,2-Difluoro-2-(1-hydroxy-3,3,5,5-tetramethylcyclohexyl)acetyl)pyrrolidin-2-yl)-1,3,4-oxadiazol-2-yl)methyl methanesulfonate). The product is CN(C)CC1=NN=C(O1)[C@H]1N(CCC1)C(C(C1(CC(CC(C1)(C)C)(C)C)O)(F)F)=O ((S)-1-(2-(5-((Dimethylamino)methyl)-1,3,4-oxadiazol-2-yl)pyrrolidin-1-yl)-2,2-difluoro-2-(1-hydroxy-3,3,5,5-tetramethylcyclohexyl)ethanone). RXN SMILES: CS(OCC1O[N:10]=[C:9]([C@@H:12]2[CH2:16][CH2:15][CH2:14][N:13]2[C:17](=[O:32])[C:18]([F:31])([F:30])[C:19]2([OH:29])[CH2:24][C:23]([CH3:26])([CH3:25])[CH2:22][C:21]([CH3:28])([CH3:27])[CH2:20]2)C=1)(=O)=O.CS(OCC1[O:40][C:41]([C@@H:44]2CC[CH2:46][N:45]2[C:49](=O)C(F)(F)C2(O)CC(C)(C)CC(C)(C)C2)=[N:42]N=1)(=O)=O>>[CH3:46][N:45]([CH2:44][C:41]1[O:40][C:9]([C@@H:12]2[CH2:16][CH2:15][CH2:14][N:13]2[C:17](=[O:32])[C:18]([F:31])([F:30])[C:19]2([OH:29])[CH2:20][C:21]([CH3:28])([CH3:27])[CH2:22][C:23]([CH3:26])([CH3:25])[CH2:24]2)=[N:10][N:42]=1)[CH3:49]. Reported procedure: The procedure of Example 6 was repeated, except that the compound obtained in Example 3-(5) was replaced by the compound obtained in Example 9-(6); this gave the titled compound.